Dataset: the Open Reaction Database (ORD), a public repository of structured organic reaction records. Task: describe an organic reaction: reactants, conditions, products, and yield Reactants: ClC1(C(C=CC=C1)Cl)O (o-dichlorophenol), NC1=C(C=CC=C1)O (2-aminophenol), ClCl (chlorine), Cl (hydrogen chloride), NC(=O)N (urea), N (ammonia), raw mixture, P(Cl)(Cl)(Cl)(Cl)Cl (phosphorus pentachloride). Yields the product ClC=1OC2=C(N1)C=CC(=C2)Cl (2,6-dichlorobenzoxazole). Isolated yield 61.0%. RXN SMILES: [NH2:1][C:2]1[CH:7]=[CH:6][CH:5]=[CH:4][C:3]=1[OH:8].NC(N)=O.N.[Cl:14]Cl.Cl.P(Cl)(Cl)(Cl)(Cl)Cl.[Cl:23][C:24]1(O)C=CC=CC1Cl>>[Cl:23][C:24]1[O:8][C:3]2[CH:4]=[C:5]([Cl:14])[CH:6]=[CH:7][C:2]=2[N:1]=1. Reported procedure: 109 g (1 mole) of 2-aminophenol and 63 g (1.05 mole) of urea are suspended in 350 ml of o-dichlorophenol and the suspension is heated to 150° to 160° C. under nitrogen for 3 hours, ammonia escaping. About 100 ml of the solvent are distilled off by a slight lowering of the pressure and subsequently 300 ml of fresh o-dichlobenzene are added. At an interior temperature of 110° C. 78 g (1.1 mole) of chlorine are then passed in within 1 to 2 hours, hydrogen chloride escaping. The raw mixture is react... Reactants: O=C(O)c1ccc(OCc2ccccc2)cc1, O=S(Cl)Cl. The product is O=C(O)c1ccc(OCc2ccccc2)cc1, [Cl-]. As a reaction SMILES: [CH2:5]([c:6]1[cH:7][cH:8][cH:9][cH:10][cH:11]1)[O:12][c:13]1[cH:14][cH:15][c:16]([C:17](=[O:18])[OH:19])[cH:20][cH:21]1.[S:1]([Cl:2])([Cl:3])=[O:4]>>[CH2:5]([c:6]1[cH:7][cH:8][cH:9][cH:10][cH:11]1)[O:12][c:13]1[cH:14][cH:15][c:16]([C:17](=[O:18])[OH:19])[cH:20][cH:21]1.[Cl-:3]. The reactants are CC(C)([O-])C.[K+] (Potassium tert-butoxide), C(C1=CC(C(=O)OC)=CC=C1)(=O)OC (dimethyl isophthalate), C(C)#N (acetonitrile), Cl (hydrochloric acid). Solvent: O (water). Run at time 1 hour. Yields the product C(#N)CC(=O)C=1C=C(C(=O)OC)C=CC1 (methyl 3-(cyanoacetyl)benzoate). Reaction SMILES: CC(C)([O-])C.[K+].[C:7]([O:19][CH3:20])(=[O:18])[C:8]1[CH:17]=[CH:16][CH:15]=[C:10]([C:11]([O:13]C)=O)[CH:9]=1.Cl.[C:22](#[N:24])[CH3:23]>O>[C:22]([CH2:23][C:11]([C:10]1[CH:9]=[C:8]([CH:17]=[CH:16][CH:15]=1)[C:7]([O:19][CH3:20])=[O:18])=[O:13])#[N:24] |f:0.1|. Reported procedure: Potassium tert-butoxide (6.4 g) was added to a solution of dimethyl isophthalate (10.0 g) in acetonitrile (90 ml) at ambient temperature and the mixture was stirred for 1 hour at 60°-64° C. The reaction mixture was added to a solution of conc. hydrochloric acid (4.7 ml) in water (150 ml) and extracted with ethyl acetate. The extract layer was washed with water and dried over magnesium sulfate. Evaporation of the solvent gave a residue, which was purified by column chromatography on silica gel el... Starting materials: O=Cc1cc(Br)ccc1F, [Li]CCCC, CCCCCC, C1CCOC1, c1ccc2sccc2c1. The product is OC(c1cc2ccccc2s1)c1cc(Br)ccc1F. Reaction SMILES: [Br:15][c:16]1[cH:17][cH:18][c:19]([F:24])[c:20]([CH:21]=[O:22])[cH:23]1.[CH2:10]([Li:11])[CH2:12][CH2:13][CH3:14].[CH3:30][CH2:31][CH2:32][CH2:33][CH2:34][CH3:35].[O:25]1[CH2:26][CH2:27][CH2:28][CH2:29]1.[s:1]1[c:2]2[c:3]([cH:4][cH:5]1)[cH:6][cH:7][cH:8][cH:9]2>>[s:1]1[c:2]2[c:3]([cH:4][c:5]1[CH:21]([c:20]1[c:19]([F:24])[cH:18][cH:17][c:16]([Br:15])[cH:23]1)[OH:22])[cH:6][cH:7][cH:8][cH:9]2. Reactants: C1CCOC1, CCOC(C)=O, COC(=O)N=NC(=O)OC, O=C1CCCc2cc(OS(=O)(=O)C(F)(F)F)ccc21, c1ccc(P(c2ccccc2)c2ccccc2)cc1, CC(C)OC(=O)c1c[nH]cn1. RXN SMILES: [CH2:60]1[O:61][CH2:62][CH2:63][CH2:64]1.[CH3:65][CH2:66][O:67][C:68](=[O:69])[CH3:70].[N:50]([C:51]([O:52][CH3:53])=[O:54])=[N:55][C:56]([O:57][CH3:58])=[O:59].[O:1]=[C:2]1[c:3]2[cH:4][cH:5][c:6]([O:12][S:13](=[O:14])(=[O:15])[C:16]([F:17])([F:18])[F:19])[cH:7][c:8]2[CH2:9][CH2:10][CH2:11]1.[c:31]1([P:32]([c:33]2[cH:34][cH:35][cH:36][cH:37][cH:38]2)[c:39]2[cH:40][cH:41][cH:42][cH:43][cH:44]2)[cH:45][cH:46][cH:47][cH:48][cH:49]1.[nH:20]1[cH:21][n:22][c:23]([C:25](=[O:26])[O:27][CH:28]([CH3:29])[CH3:30])[cH:24]1>>[CH:2]1([n:22]2[cH:21][n:20][cH:24][c:23]2[C:25](=[O:26])[O:27][CH:28]([CH3:29])[CH3:30])[c:3]2[cH:4][cH:5][c:6]([O:12][S:13](=[O:14])(=[O:15])[C:16]([F:17])([F:18])[F:19])[cH:7][c:8]2[CH2:9][CH2:10][CH2:11]1. The product is CC(C)OC(=O)c1cncn1C1CCCc2cc(OS(=O)(=O)C(F)(F)F)ccc21. The reactants are CNCC(O)CO, CN(C)C=O, CCOC(C)=O, CCN(C(C)C)C(C)C, COc1cc(C2=CCCCC2)c(Cl)cc1C(=O)N1Cc2ccc(C(=O)O)n2Cc2ccccc21, On1nnc2ccccc21. Yields the product COc1cc(C2=CCCCC2)c(Cl)cc1C(=O)N1Cc2ccc(C(=O)N(C)CC(O)CO)n2Cc2ccccc21. Reaction SMILES: [CH3:35][NH:36][CH2:37][CH:38]([CH2:39][OH:40])[OH:41].[CH3:61][N:62]([CH3:63])[CH:64]=[O:65].[CH3:66][CH2:67][O:68][C:69](=[O:70])[CH3:71].[CH:52]([N:53]([CH2:54][CH3:55])[CH:56]([CH3:57])[CH3:58])([CH3:59])[CH3:60].[Cl:1][c:2]1[c:3]([C:29]2=[CH:30][CH2:31][CH2:32][CH2:33][CH2:34]2)[cH:4][c:5]([O:27][CH3:28])[c:6]([C:7](=[O:8])[N:9]2[CH2:10][c:11]3[n:12]([c:20]([C:23](=[O:24])[OH:25])[cH:21][cH:22]3)[CH2:13][c:14]3[c:15]2[cH:16][cH:17][cH:18][cH:19]3)[cH:26]1.[OH:42][n:43]1[c:44]2[cH:45][cH:46][cH:47][cH:48][c:49]2[n:50][n:51]1>>[Cl:1][c:2]1[c:3]([C:29]2=[CH:30][CH2:31][CH2:32][CH2:33][CH2:34]2)[cH:4][c:5]([O:27][CH3:28])[c:6]([C:7](=[O:8])[N:9]2[CH2:10][c:11]3[n:12]([c:20]([C:23](=[O:24])[N:36]([CH3:35])[CH2:37][CH:38]([CH2:39][OH:40])[OH:41])[cH:21][cH:22]3)[CH2:13][c:14]3[c:15]2[cH:16][cH:17][cH:18][cH:19]3)[cH:26]1.